Dataset: the Open Reaction Database (ORD), a public repository of structured organic reaction records. Task: describe an organic reaction: reactants, conditions, products, and yield Reactants: C(CCCCC)(=O)N1C[C@@H]2N(C[C@H](C3=CC=CC=C23)C2=CC=CC=C2)CC1 (cis-1,3,4,6,7,11b-hexahydro-2-hexanoyl-7-phenyl-2H-pyrazino[2,1-a]isoquinoline), B (borane), Cl (HCl). The solvent is O1CCCC1 (tetrahydrofuran). Product: Cl.Cl.C(CCCCC)N1C[C@@H]2N(C[C@H](C3=CC=CC=C23)C2=CC=CC=C2)CC1 (cis-1,3,4,6,7,11b-hexahydro-2-hexyl-7-phenyl-2H-pyrazino[2,1-a]isoquinoline dihydrochloride). Reaction SMILES: B.[C:2]([N:9]1[CH2:28][CH2:27][N:12]2[CH2:13][C@@H:14]([C:21]3[CH:26]=[CH:25][CH:24]=[CH:23][CH:22]=3)[C:15]3[C:20]([C@@H:11]2[CH2:10]1)=[CH:19][CH:18]=[CH:17][CH:16]=3)(=O)[CH2:3][CH2:4][CH2:5][CH2:6][CH3:7].[ClH:29]>O1CCCC1>[ClH:29].[ClH:29].[CH2:2]([N:9]1[CH2:28][CH2:27][N:12]2[CH2:13][C@@H:14]([C:21]3[CH:22]=[CH:23][CH:24]=[CH:25][CH:26]=3)[C:15]3[C:20]([C@@H:11]2[CH2:10]1)=[CH:19][CH:18]=[CH:17][CH:16]=3)[CH2:3][CH2:4][CH2:5][CH2:6][CH3:7] |f:4.5.6|. Procedure details: To a stirred solution of 1.0 M borane in tetrahydrofuran (100 ml) maintained under nitrogen at ambient temperature was added cis-1,3,4,6,7,11b-hexahydro-2-hexanoyl-7-phenyl-2H-pyrazino[2,1-a]isoquinoline (8.3 g, 0.019 m) and the mixture heated to reflux for 3 hours, then cooled in an ice bath and carefully treated with 10% HCl (100 ml). This mixture was heated to reflux for 1 hour, then cooled, and the tetrahydrofuran removed on an aspirator. The residue was treated with 20% NaOH (300 ml) and ex... Starting materials: C(C1=CC=CC=C1)OC1=CC=C(C2=C1NC(CO2)=O)C(C(O)O)=O (5-benzyloxy-8-(2,2-dihydroxy-acetyl)-4H-benzo[1,4]oxazin-3-one), O(C1=CC=CC=C1)CC1(CC1)N (1-phenoxymethyl-cyclopropylamine), FC(C(=O)[O-])(F)F (trifluoroacetate). The product is OC1=CC=C(C2=C1NC(CO2)=O)C(CNC2(CC2)COC2=CC=CC=C2)O (5-hydroxy-8-[1-hydroxy-2-(1-phenoxymethyl-cyclopropylamino)-ethyl]-4H-benzo[1,4]oxazin-3-one). RXN SMILES: C([O:8][C:9]1[C:14]2[NH:15][C:16](=[O:19])[CH2:17][O:18][C:13]=2[C:12]([C:20](=[O:24])[CH:21](O)O)=[CH:11][CH:10]=1)C1C=CC=CC=1.[O:25]([CH2:32][C:33]1([NH2:36])[CH2:35][CH2:34]1)[C:26]1[CH:31]=[CH:30][CH:29]=[CH:28][CH:27]=1.FC(F)(F)C([O-])=O>>[OH:8][C:9]1[C:14]2[NH:15][C:16](=[O:19])[CH2:17][O:18][C:13]=2[C:12]([CH:20]([OH:24])[CH2:21][NH:36][C:33]2([CH2:32][O:25][C:26]3[CH:31]=[CH:30][CH:29]=[CH:28][CH:27]=3)[CH2:35][CH2:34]2)=[CH:11][CH:10]=1. Reported procedure: Prepared according to general method 3 from 329 mg (1 mmol) 5-benzyloxy-8-(2,2-dihydroxy-acetyl)-4H-benzo[1,4]oxazin-3-one and 163 mg (1 mmol) 1-phenoxymethyl-cyclopropylamine. Yield: 26 mg (5%, trifluoroacetate); mass spectroscopy: [M+H]+=371. Reaction SMILES: [Br:18][CH:19]([C:20](=[O:21])[O:22][CH2:23][CH3:24])[CH3:25].[CH3:26][S:27]([CH3:28])=[O:29].[CH3:2][OH:3].[Cl:4][c:5]1[cH:6][c:7](-[n:11]2[n:12][c:13]([OH:17])[n:14][c:15]2[CH3:16])[cH:8][cH:9][cH:10]1.[Na:1]>>[Cl:4][c:5]1[cH:6][c:7](-[n:11]2[n:12][c:13]([O:17][CH:19]([C:20](=[O:21])[O:22][CH2:23][CH3:24])[CH3:25])[n:14][c:15]2[CH3:16])[cH:8][cH:9][cH:10]1. The reactants are CCOC(=O)C(C)Br, CS(C)=O, CO, Cc1nc(O)nn1-c1cccc(Cl)c1, [Na]. Product: CCOC(=O)C(C)Oc1nc(C)n(-c2cccc(Cl)c2)n1. Starting materials: C(=O)(O)[O-].[Na+] (NaHCO3), [N+](=O)([O-])C1=C2CCCC(C2=CC=C1O[C@H](CN1C=NC=C1)C1=CC=CC=C1)=O (5-nitro-6-((S)-2-imidazol-1-yl-1-phenyl-ethoxy)-3,4-dihydro-2H-naphthalen-1-one), CO (MeOH), C(C)(=O)O (acetic acid). The reagents and catalysts are [Fe] (iron). The solvent is CO.C(Cl)Cl (MeOH CH2Cl2), CCOC(=O)C (EtOAc), O (H2O). Run at time 5 hour. Product: NC1=C2CCCC(C2=CC=C1O[C@H](CN1C=NC=C1)C1=CC=CC=C1)=O (5-Amino-6-((S)-2-imidazol-1-yl-1-phenyl-ethoxy)-3,4-dihydro-2H-naphthalen-1-one). Yield: 75.9%. As a reaction SMILES: [N+:1]([C:4]1[C:13]([O:14][C@@H:15]([C:22]2[CH:27]=[CH:26][CH:25]=[CH:24][CH:23]=2)[CH2:16][N:17]2[CH:21]=[CH:20][N:19]=[CH:18]2)=[CH:12][CH:11]=[C:10]2[C:5]=1[CH2:6][CH2:7][CH2:8][C:9]2=[O:28])([O-])=O.CO.C(O)(=O)C.C([O-])(O)=O.[Na+]>[Fe].CO.C(Cl)Cl.CCOC(C)=O.O>[NH2:1][C:4]1[C:13]([O:14][C@@H:15]([C:22]2[CH:27]=[CH:26][CH:25]=[CH:24][CH:23]=2)[CH2:16][N:17]2[CH:21]=[CH:20][N:19]=[CH:18]2)=[CH:12][CH:11]=[C:10]2[C:5]=1[CH2:6][CH2:7][CH2:8][C:9]2=[O:28] |f:3.4,6.7|. Procedure: A mixture of 5-nitro-6-((S)-2-imidazol-1-yl-1-phenyl-ethoxy)-3,4-dihydro-2H-naphthalen-1-one (2.05 g, 5.43 mmol), MeOH (135 mL), H2O (30 mL) and glacial acetic acid (3.1 mL, 54 mmol) was treated at reflux with iron powder (3.01 g, 54 mmol). The reaction was monitored by mass spectrometry and was complete in 5 h. The volume of solvent was reduced under reduced pressure. EtOAc and dilute aqueous NaHCO3 were added. A brownish-green emulsion formed which was filtered through Celite. The mixture was ... The reactants are C(C(C)=C)OC1=CC=C(C=C1)S(=O)(=O)N=[N+]=[N-] (p-methallyloxybenzenesulfonylazide), C(C)(=O)OO (peracetic acid), C(C)(=O)[O-].[Na+] (sodium acetate), O(S(=O)(=O)N=[N+]=[N-])N=[N+]=[N-] (epoxy-sulfonylazide). Solvent: C(Cl)Cl (methylene chloride), C(Cl)Cl (methylene chloride), C(C)(=O)O (acetic acid). Conditions: temperature 41 celsius, time 6 hour. Product: 528, N(=[N+]=[N-])S(=O)(=O)C1=CC=C(OCC2(CO2)C)C=C1 (3-(p-azidosulfonylphenoxy)-2-methylpropylene oxide). The yield is 98.0%. As a reaction SMILES: [O:1](N=[N+]=[N-])S(N=[N+]=[N-])(=O)=O.[CH2:11]([O:15][C:16]1[CH:21]=[CH:20][C:19]([S:22]([N:25]=[N+:26]=[N-:27])(=[O:24])=[O:23])=[CH:18][CH:17]=1)[C:12](=[CH2:14])[CH3:13].C(OO)(=O)C.C([O-])(=O)C.[Na+]>C(Cl)Cl.C(O)(=O)C>[N:25]([S:22]([C:19]1[CH:18]=[CH:17][C:16]([O:15][CH2:11][C:12]2([CH3:13])[O:1][CH2:14]2)=[CH:21][CH:20]=1)(=[O:23])=[O:24])=[N+:26]=[N-:27] |f:3.4|. Procedure: To show another example of the epoxy-sulfonylazide of the instant invention, a solution of p-methallyloxybenzenesulfonylazide (506 parts) in methylene chloride (1,450) parts is stirred and heated to reflux (41° C.) then a solution of 35% peracetic acid in acetic acid (521.5 parts) containing sodium acetate (15.6 parts) is added slowly from an addition funnel over 15 minutes. An additional 40 parts of methylene chloride is added to adjust the reflux temperature to 45° C. After 6 hrs stirring and ... The reactants are BrC1=CC=C(C=C1)[C@H](C)N1C(O[C@](CC1)(C1=CC=CC=C1)CCNS(=O)(=O)C)=O (N-(2-((S)-3-((S)-1-(4-bromophenyl)ethyl)-2-oxo-6-phenyl-1,3-oxazinan-6-yl)ethyl)methanesulfonamide), CC1=NC=CC(=C1)B(O)O (2-methylpyridine-4-boronic acid). Yields the product CC1=NC=CC(=C1)C1=CC=C(C=C1)[C@H](C)N1C(O[C@](CC1)(C1=CC=CC=C1)CCNS(=O)(=O)C)=O (N-(2-((S)-3-((S)-1-(4-(2-methylpyridin-4-yl)phenyl)ethyl)-2-oxo-6-phenyl-1,3-oxazinan-6-yl)ethyl)methanesulfonamide). Reaction SMILES: Br[C:2]1[CH:7]=[CH:6][C:5]([C@@H:8]([N:10]2[CH2:15][CH2:14][C@:13]([CH2:22][CH2:23][NH:24][S:25]([CH3:28])(=[O:27])=[O:26])([C:16]3[CH:21]=[CH:20][CH:19]=[CH:18][CH:17]=3)[O:12][C:11]2=[O:29])[CH3:9])=[CH:4][CH:3]=1.[CH3:30][C:31]1[CH:36]=[C:35](B(O)O)[CH:34]=[CH:33][N:32]=1>>[CH3:30][C:31]1[CH:36]=[C:35]([C:2]2[CH:3]=[CH:4][C:5]([C@@H:8]([N:10]3[CH2:15][CH2:14][C@:13]([CH2:22][CH2:23][NH:24][S:25]([CH3:28])(=[O:27])=[O:26])([C:16]4[CH:21]=[CH:20][CH:19]=[CH:18][CH:17]=4)[O:12][C:11]3=[O:29])[CH3:9])=[CH:6][CH:7]=2)[CH:34]=[CH:33][N:32]=1. Procedure details: The title compound was prepared from N-(2-((S)-3-((S)-1-(4-bromophenyl)ethyl)-2-oxo-6-phenyl-1,3-oxazinan-6-yl)ethyl)methanesulfonamide and 2-methylpyridine-4-boronic acid following a procedure analogous to that described in Example 1 Step 2. LC-MS Method 2 tR=1.12, m/z=494; 1H NMR (CDCl3) 1.48 (d, 3H), 2.10 (m, 2H), 2.20-2.41 (m, 2H), 2.43 (m, 1H), 2.71 (s, 3H), 2.73 (s, 3H), 3.11 (m, 2H), 5.52 (m, 1H), 7.13 (d, 2H), 7.25 (m, 3H), 7.34 (m, 2H), 7.62 (d, 2H), 7.91 (m, 1H), 8.08 (s, 1H), 8.56 (d,... Reactants: CC(C)(C)OC(=O)N1CCC(c2nc(-c3ccc(F)c(C(F)(F)F)c3)cn2CC2CCCCN2Cc2ccccc2)CC1, Cc1ccccc1, O=C(Cl)OCc1ccccc1. The product is CC(C)(C)OC(=O)N1CCC(c2nc(-c3ccc(F)c(C(F)(F)F)c3)cn2CC2CCCCN2C(=O)OCc2ccccc2)CC1. RXN SMILES: [C:1]([CH3:2])([CH3:3])([CH3:4])[O:5][C:6](=[O:7])[N:8]1[CH2:9][CH2:10][CH:11]([c:14]2[n:15]([CH2:30][CH:31]3[N:32]([CH2:37][c:38]4[cH:39][cH:40][cH:41][cH:42][cH:43]4)[CH2:33][CH2:34][CH2:35][CH2:36]3)[cH:16][c:17](-[c:19]3[cH:20][c:21]([C:26]([F:27])([F:28])[F:29])[c:22]([F:25])[cH:23][cH:24]3)[n:18]2)[CH2:12][CH2:13]1.[CH3:55][c:56]1[cH:57][cH:58][cH:59][cH:60][cH:61]1.[Cl:44][C:45](=[O:46])[O:47][CH2:48][c:49]1[cH:50][cH:51][cH:52][cH:53][cH:54]1>>[C:1]([CH3:2])([CH3:3])([CH3:4])[O:5][C:6](=[O:7])[N:8]1[CH2:9][CH2:10][CH:11]([c:14]2[n:15]([CH2:30][CH:31]3[N:32]([C:45](=[O:46])[O:47][CH2:48][c:49]4[cH:50][cH:51][cH:52][cH:53][cH:54]4)[CH2:33][CH2:34][CH2:35][CH2:36]3)[cH:16][c:17](-[c:19]3[cH:20][c:21]([C:26]([F:27])([F:28])[F:29])[c:22]([F:25])[cH:23][cH:24]3)[n:18]2)[CH2:12][CH2:13]1.